Dataset: the Open Reaction Database (ORD), a public repository of structured organic reaction records. Task: describe an organic reaction: reactants, conditions, products, and yield Starting materials: C([O-])(O)=O.[Na+] (sodium bicarbonate), ClCCCOC1=C(C=C2C(=C(C=NC2=C1)C#N)Cl)OC (7-(3-Chloro-propoxy)-4-chloro-6-methoxy-quinoline-3-carbonitrile), ClC1=CC(=C(N)C=C1)F (4-chloro-2-fluoro-aniline), Cl.N1=CC=CC=C1 (pyridine hydrochloride). Solvent: C(C)OCCO (2-ethoxyethanol). Yields the product ClC1=CC(=C(C=C1)NC1=C(C=NC2=CC(=C(C=C12)OC)OCCCCl)C#N)F (4-(4-Chloro-2-fluoro-phenylamino)-7-(3-chloro-propoxy)-6-methoxy-quinoline-3-carbonitrile). Yield: 68.8%. Reaction SMILES: [Cl:1][CH2:2][CH2:3][CH2:4][O:5][C:6]1[CH:15]=[C:14]2[C:9]([C:10](Cl)=[C:11]([C:16]#[N:17])[CH:12]=[N:13]2)=[CH:8][C:7]=1[O:19][CH3:20].[Cl:21][C:22]1[CH:28]=[CH:27][C:25]([NH2:26])=[C:24]([F:29])[CH:23]=1.Cl.N1C=CC=CC=1.C(=O)(O)[O-].[Na+]>C(OCCO)C>[Cl:21][C:22]1[CH:28]=[CH:27][C:25]([NH:26][C:10]2[C:9]3[C:14](=[CH:15][C:6]([O:5][CH2:4][CH2:3][CH2:2][Cl:1])=[C:7]([O:19][CH3:20])[CH:8]=3)[N:13]=[CH:12][C:11]=2[C:16]#[N:17])=[C:24]([F:29])[CH:23]=1 |f:2.3,4.5|. Procedure details: A mixture of 3.1 g (9.96 mmol) of 7-(3-Chloro-propoxy)-4-chloro-6-methoxy-quinoline-3-carbonitrile, 1.6 g (10.96 mmol) of 4-chloro-2-fluoro-aniline, and 1.2 g (10 mmol) of pyridine hydrochloride in 31 ml of 2-ethoxyethanol was stirred at reflux for 1.5 hr. The mixture was poured into saturated sodium bicarbonate solution and extracted with ethyl acetate. The organic solution was dried and solvent was removed. The residue was purified on a silica gel column eluting with chloroform-ether mixtures ... As a reaction SMILES: [CH2:15]([CH3:16])[NH:17][CH2:18][CH3:19].[CH3:1][O:2][c:3]1[cH:4][c:5]([CH:9]([CH2:10][CH2:11][C:12]#[CH:13])[CH3:14])[cH:6][cH:7][cH:8]1.[CH3:29][C:30](=[O:31])[OH:32].[Cl-:20].[Na+:22].[O:23]1[CH2:24][CH2:28][O:27][CH2:26][CH2:25]1.[OH-:21].[OH2:33]>>[CH3:1][O:2][c:3]1[cH:4][c:5]([CH:9]([CH2:10][CH2:11][C:12]#[C:13][CH2:24][N:17]([CH2:15][CH3:16])[CH2:18][CH3:19])[CH3:14])[cH:6][cH:7][cH:8]1. Starting materials: CCNCC, C#CCCC(C)c1cccc(OC)c1, CC(=O)O, [Cl-], [Na+], C1COCCO1, [OH-], O. Product: CCN(CC)CC#CCCC(C)c1cccc(OC)c1. Reactants: BrCCC1=CC=CC2=CC=CC=C12 (2-bromoethylnaphthalene), ClC=1N=CNC1Cl (4,5-dichloroimidazole), C(C)#N (acetonitrile), [OH-].[K+] (Potassium hydroxide), BrCC1=CC=C(OCC(=O)O)C=C1 (2-(4-(bromomethyl)phenoxy)acetic acid), Br (HBr). Yields the product [Br-].C(=O)(O)COC1=CC=C(CN2C=[N+](C(=C2Cl)Cl)CCC2=CC3=CC=CC=C3C=C2)C=C1 (1-(4-(carboxymethoxy)benzyl)-4,5-dichloro-3-(2-(naphthalen-2-yl)ethyl)-1H-imidazol-3-ium bromide). Reaction SMILES: [Cl:1][C:2]1[N:3]=[CH:4][NH:5][C:6]=1[Cl:7].[OH-].[K+].[Br:10][CH2:11][C:12]1[CH:22]=[CH:21][C:15]([O:16][CH2:17][C:18]([OH:20])=[O:19])=[CH:14][CH:13]=1.BrCC[C:26]1[C:35]2[C:30](=[CH:31][CH:32]=[CH:33][CH:34]=2)[CH:29]=[CH:28][CH:27]=1.Br.[C:37](#N)[CH3:38]>>[Br-:10].[C:18]([CH2:17][O:16][C:15]1[CH:21]=[CH:22][C:12]([CH2:11][N:3]2[C:2]([Cl:1])=[C:6]([Cl:7])[N+:5]([CH2:37][CH2:38][C:28]3[CH:27]=[CH:26][C:35]4[C:30](=[CH:31][CH:32]=[CH:33][CH:34]=4)[CH:29]=3)=[CH:4]2)=[CH:13][CH:14]=1)([OH:20])=[O:19] |f:1.2,7.8|. Procedure: 4,5-dichloroimidazole (1.00 g, 7.36 mmol) was dissolved in acetonitrile. Potassium hydroxide (0.828 g, 14.72 mmol) was added to the solution and allowed to reflux for 30 min. 1 equivalent of 2-(4-(bromomethyl)phenoxy)acetic acid (1.80 g, 7.36 mmol) was added to the solution and refluxed for 5 h. Solution was filtered to remove the KBr precipitate and placed back onto reflux. An equivalent of 2-(2-bromoethylnaphthalene (1.73 g, 7.36 mmol) was added to solution and refluxed for 2.5 h. The solution... The product is OCCC=1N=C(N(C1)S(=O)(=O)N(C)C)C (4-(2-Hydroxyethyl)-N,N,2-trimethyl-1H-imidazole-1-sulfonamide). Run at temperature -78 celsius. Starting materials: CN(S(=O)(=O)N1C(=NC=C1)C)C (N,N,2-trimethyl-1H-imidazole-1-sulfonamide), O1CC1 (Oxirane), CN(S(=O)(=O)N1C(=NC=C1)C)C (N,N,2-trimethyl-1H-imidazole-1-sulfonamide), [Li]CCCC (n-BuLi). Reported procedure: Into a 250-mL three neck round-bottom flask, which was purged and maintained with an inert atmosphere of nitrogen, was placed a solution of N,N,2-trimethyl-1H-imidazole-1-sulfonamide (compound 282.1, 6.4 g, 33.8 mmol) in tetrahydrofuran (50 mL). This was followed by the addition of n-BuLi (2.5M in hexane) (16.3 mL, 40.6 mmol) dropwise with stirring at −78° C. The reaction mixture was stirred for 1 h at −78° C. Oxirane (12.1 mL, 242.89 mmol) was added dropwise at −30° C. The reaction mixture was ... Solvent: O1CCCC1 (tetrahydrofuran). Reaction SMILES: [CH3:1][N:2]([CH3:12])[S:3]([N:6]1[CH:10]=[CH:9][N:8]=[C:7]1[CH3:11])(=[O:5])=[O:4].[Li]CCCC.[O:18]1[CH2:20][CH2:19]1>O1CCCC1>[OH:18][CH2:19][CH2:20][C:9]1[N:8]=[C:7]([CH3:11])[N:6]([S:3]([N:2]([CH3:12])[CH3:1])(=[O:4])=[O:5])[CH:10]=1. Yield: 43.1%. Reactants: S1C(=NC2=C1C=CC=C2)NC(=O)N2C1=C(OCC2)C=CC(=C1)C=1SC(=C(N1)C(=O)OCC)N(CCOC1=CC=CC=C1)C (ethyl 2-(4-(benzo[d]thiazol-2-ylcarbamoyl)-3,4-dihydro-2H-benzo[b][1,4]oxazin-6-yl)-5-(methyl(2-phenoxyethyl)amino)thiazole-4-carboxylate), [OH-].[K+] (KOH), CO (MeOH). Run in O (water). Run at temperature 55 celsius, time 24 hour. Product: S1C(=NC2=C1C=CC=C2)NC(=O)N2C1=C(OCC2)C=CC(=C1)C=1SC(=C(N1)C(=O)O)N(CCOC1=CC=CC=C1)C (2-(4-(benzo[d]thiazol-2-ylcarbamoyl)-3,4-dihydro-2H-benzo[b][1,4]oxazin-6-yl)-5-(methyl(2-phenoxyethyl)amino)thiazole-4-carboxylic acid). Yield: 7.5%. RXN SMILES: [S:1]1[C:5]2[CH:6]=[CH:7][CH:8]=[CH:9][C:4]=2[N:3]=[C:2]1[NH:10][C:11]([N:13]1[CH2:18][CH2:17][O:16][C:15]2[CH:19]=[CH:20][C:21]([C:23]3[S:24][C:25]([N:33]([CH3:43])[CH2:34][CH2:35][O:36][C:37]4[CH:42]=[CH:41][CH:40]=[CH:39][CH:38]=4)=[C:26]([C:28]([O:30]CC)=[O:29])[N:27]=3)=[CH:22][C:14]1=2)=[O:12].[OH-].[K+].CO>O>[S:1]1[C:5]2[CH:6]=[CH:7][CH:8]=[CH:9][C:4]=2[N:3]=[C:2]1[NH:10][C:11]([N:13]1[CH2:18][CH2:17][O:16][C:15]2[CH:19]=[CH:20][C:21]([C:23]3[S:24][C:25]([N:33]([CH3:43])[CH2:34][CH2:35][O:36][C:37]4[CH:38]=[CH:39][CH:40]=[CH:41][CH:42]=4)=[C:26]([C:28]([OH:30])=[O:29])[N:27]=3)=[CH:22][C:14]1=2)=[O:12] |f:1.2|. Procedure: The title compound 2-(4-(benzo[d]thiazol-2-ylcarbamoyl)-3,4-dihydro-2H-benzo[b][1,4]oxazin-6-yl)-5-(methyl(2-phenoxyethyl)amino)thiazole-4-carboxylic acid (20) was prepared by the following procedure: To ethyl 2-(4-(benzo[d]thiazol-2-ylcarbamoyl)-3,4-dihydro-2H-benzo[b][1,4]oxazin-6-yl)-5-(methyl(2-phenoxyethyl)amino)thiazole-4-carboxylate (20C) (0.210 g, 0.34 mmol) and KOH (0.1 g, 1.8 mmol) was added MeOH (2 mL) and water (5 mL). The reaction mixture was allowed to heat to 55° C. and stirred 24... Starting materials: B(Br)(Br)Br (Boron tribromide), FC1=CN=C(C2=CC(=CC=C12)C(=O)OC)C1=C(C=CC=C1OC)F (methyl 4-fluoro-1-(2-fluoro-6-methoxyphenyl)isoquinoline-7-carboxylate), ClCCl (dichloromethane). Run in O (water). Reaction conditions: time 16 hour. Yields the product FC1=CN=C(C2=CC(=CC=C12)C(=O)O)C1=C(C=CC=C1O)F (4-fluoro-1-(2-fluoro-6-hydroxyphenyl)isoquinoline-7-carboxylic acid). Isolated yield 97.2%. Reaction SMILES: B(Br)(Br)Br.[F:5][C:6]1[C:15]2[C:10](=[CH:11][C:12]([C:16]([O:18]C)=[O:17])=[CH:13][CH:14]=2)[C:9]([C:20]2[C:25]([O:26]C)=[CH:24][CH:23]=[CH:22][C:21]=2[F:28])=[N:8][CH:7]=1.ClCCl>O>[F:5][C:6]1[C:15]2[C:10](=[CH:11][C:12]([C:16]([OH:18])=[O:17])=[CH:13][CH:14]=2)[C:9]([C:20]2[C:25]([OH:26])=[CH:24][CH:23]=[CH:22][C:21]=2[F:28])=[N:8][CH:7]=1. Procedure details: Boron tribromide (1M dichloromethane solution, 2.5 mL) was added to a mixture of methyl 4-fluoro-1-(2-fluoro-6-methoxyphenyl)isoquinoline-7-carboxylate (270 mg) and dichloromethane (3 mL) under ice-cooling, and stirred at room temperature for 16 hours. The reaction mixture was diluted with water, and the precipitate was collected by filtration to obtain 4-fluoro-1-(2-fluoro-6-hydroxyphenyl)isoquinoline-7-carboxylic acid (240 mg). The reactants are Cl.NC1=C(C=C(C=N1)/C=C/C(=O)O)CN1CCOCC1 ((E)-3-(6-amino-5-morpholin-4-ylmethyl-pyridin-3-yl)acrylic acid hydrochloride), CNCC1=C(C2=CC=CC=C2C=C1)CCC (methyl-(1-propyl-naphthalen-2-ylmethyl)amine), amide, Cl.CN1CC(NC2=C(C1)C=C(C=N2)/C=C/C(=O)O)=O ((E)-3-(4-methyl-2-oxo-2,3,4,5-tetrahydro-1H-pyrido[2,3-e][1,4]diazepin-7-yl)acrylic acid hydrochloride), CNCC1=CC=C(C2=CC=CC=C12)C (methyl-N-(4-methyl-naphthalen-1-ylmethyl)amine). The product is Cl.NC1=C(C=C(C=N1)/C=C/C(=O)N(CC1=CC=C(C2=CC=CC=C12)C)C)CN1CCOCC1 ((E)-3-(6-Amino-5-morpholin-4-ylmethyl-pyridin-3-yl)-N-methyl-N-(4-methyl-naphthalen-1-ylmethyl)acrylamide hydrochloride). Isolated yield 62.0%. RXN SMILES: [ClH:1].[NH2:2][C:3]1[N:8]=[CH:7][C:6](/[CH:9]=[CH:10]/[C:11]([OH:13])=O)=[CH:5][C:4]=1[CH2:14][N:15]1[CH2:20][CH2:19][O:18][CH2:17][CH2:16]1.Cl.CN1CC2C=C(/C=C/C(O)=O)C=NC=2NC(=O)C1.[CH3:40][NH:41][CH2:42][C:43]1[C:52]2[C:47](=[CH:48][CH:49]=[CH:50][CH:51]=2)[C:46]([CH3:53])=[CH:45][CH:44]=1.CNCC1C=CC2C(=CC=CC=2)C=1CCC>>[ClH:1].[NH2:2][C:3]1[N:8]=[CH:7][C:6](/[CH:9]=[CH:10]/[C:11]([N:41]([CH3:40])[CH2:42][C:43]2[C:52]3[C:47](=[CH:48][CH:49]=[CH:50][CH:51]=3)[C:46]([CH3:53])=[CH:45][CH:44]=2)=[O:13])=[CH:5][C:4]=1[CH2:14][N:15]1[CH2:20][CH2:19][O:18][CH2:17][CH2:16]1 |f:0.1,2.3,6.7|. Reported procedure: According to the procedure of Example 1, except substituting (E)-3-(6-amino-5-morpholin-4-ylmethyl-pyridin-3-yl)acrylic acid hydrochloride for the (E)-3-(4-methyl-2-oxo-2,3,4,5-tetrahydro-1H-pyrido[2,3-e][1,4]diazepin-7-yl)acrylic acid hydrochloride, and substituting methyl-N-(4-methyl-naphthalen-1-ylmethyl)amine for the methyl-(1-propyl-naphthalen-2-ylmethyl)amine, the title compound (66 mg, 62%) was prepared as a pale, yellow powder and as a mixture of amide rotamers: 1H NMR (300 MHz, DMSO-d6)...